This data is from the Open Reaction Database (ORD), a public repository of structured organic reaction records. The task is: describe an organic reaction: reactants, conditions, products, and yield Starting materials: O=C(O)c1ccc2c(c1)C(=O)OC2=O, C1COCCO1, NCc1ccc(C(=O)O)cc1, O. The product is O=C(O)c1ccc(CN2C(=O)c3ccc(C(=O)O)cc3C2=O)cc1. As a reaction SMILES: [C:1](=[O:2])([OH:3])[c:4]1[cH:5][c:6]2[c:7]([cH:13][cH:14]1)[C:8](=[O:9])[O:10][C:11]2=[O:12].[CH2:26]1[O:27][CH2:28][CH2:29][O:30][CH2:31]1.[NH2:15][CH2:16][c:17]1[cH:18][cH:19][c:20]([C:21](=[O:22])[OH:23])[cH:24][cH:25]1.[OH2:32]>>[C:1](=[O:2])([OH:3])[c:4]1[cH:5][c:6]2[c:7]([cH:13][cH:14]1)[C:8](=[O:10])[N:15]([CH2:16][c:17]1[cH:18][cH:19][c:20]([C:21](=[O:22])[OH:23])[cH:24][cH:25]1)[C:11]2=[O:12]. The reactants are [BH4-], Cc1ccc(S(=O)(=O)OC2CN=C(c3cccnc3F)C2(F)F)cc1, CO, [Na+], C1CCOC1. Product: Cc1ccc(S(=O)(=O)OC2CNC(c3cccnc3F)C2(F)F)cc1. RXN SMILES: [BH4-:26].[CH3:1][c:2]1[cH:3][cH:4][c:5]([S:8](=[O:9])(=[O:10])[O:11][CH:12]2[CH2:13][N:14]=[C:15]([c:19]3[c:20]([F:25])[n:21][cH:22][cH:23][cH:24]3)[C:16]2([F:17])[F:18])[cH:6][cH:7]1.[CH3:28][OH:29].[Na+:27].[O:30]1[CH2:31][CH2:32][CH2:33][CH2:34]1>>[CH3:1][c:2]1[cH:3][cH:4][c:5]([S:8](=[O:9])(=[O:10])[O:11][CH:12]2[CH2:13][NH:14][CH:15]([c:19]3[c:20]([F:25])[n:21][cH:22][cH:23][cH:24]3)[C:16]2([F:17])[F:18])[cH:6][cH:7]1. Product: c1cc2cc(C3CCC4(CC3)OCCO4)cnc2[nH]1. As a reaction SMILES: [CH3:20][OH:21].[Cl:22][CH2:23][Cl:24].[O:1]1[CH2:2][CH2:3][O:4][C:5]12[CH2:6][CH:7]=[C:8]([c:11]1[cH:12][c:13]3[c:14]([n:15][cH:16]1)[nH:17][cH:18][cH:19]3)[CH2:9][CH2:10]2>>[O:1]1[CH2:2][CH2:3][O:4][C:5]12[CH2:6][CH2:7][CH:8]([c:11]1[cH:12][c:13]3[c:14]([n:15][cH:16]1)[nH:17][cH:18][cH:19]3)[CH2:9][CH2:10]2. Starting materials: CO, ClCCl, C1=C(c2cnc3[nH]ccc3c2)CCC2(C1)OCCO2. Starting materials: CC#N, CC(C)OC1CC(=O)CC(c2cccc(Cl)c2)C12C(=O)Nc1cc(Cl)ccc12, [N-]=[N+]=[N-], [Na+]. The product is CC(C)OC1CNC(=O)CC(c2cccc(Cl)c2)C12C(=O)Nc1cc(Cl)ccc12. RXN SMILES: [CH3:33][C:34]#[N:35].[Cl:1][c:2]1[cH:3][cH:4][c:5]2[c:6]([cH:7]1)[NH:8][C:9](=[O:28])[C:10]21[CH:11]([c:21]2[cH:22][c:23]([Cl:27])[cH:24][cH:25][cH:26]2)[CH2:12][C:13](=[O:20])[CH2:14][CH:15]1[O:16][CH:17]([CH3:18])[CH3:19].[N-:29]=[N+:30]=[N-:31].[Na+:32]>>[Cl:1][c:2]1[cH:3][cH:4][c:5]2[c:6]([cH:7]1)[NH:8][C:9](=[O:28])[C:10]21[CH:11]([c:21]2[cH:22][c:23]([Cl:27])[cH:24][cH:25][cH:26]2)[CH2:12][C:13](=[O:20])[NH:29][CH2:14][CH:15]1[O:16][CH:17]([CH3:18])[CH3:19].